The task is: describe an organic reaction: reactants, conditions, products, and yield. This data is from the Open Reaction Database (ORD), a public repository of structured organic reaction records. The reactants are C(C1=CC=C(C(=O)Cl)C=C1)(=O)Cl (terephthalic acid chloride), C(CCCCC(=O)Cl)(=O)Cl (adipic acid chloride), resultant mixture, resultant solution, [OH-].[Na+] (sodium hydroxide), OC1=CC=C(C=C1)C1(C2=CC=CC=C2C=2C=CC=CC12)C1=CC=C(C=C1)O (9,9-bis(4-hydroxyphenyl)fluorene). Reagents/catalysts: [Cl-].C(C)[N+](CC)(CC)CC (tetraethyl ammonium chloride). Run in ClCCCl (1,2-dichloroethane), O (water). The product is C(CCCCC(=O)O)(=O)O.C(C1=CC=C(C(=O)O)C=C1)(=O)O (Adipic acid terephthalic acid). Reaction SMILES: [C:1](Cl)(=[O:11])[C:2]1[CH:10]=[CH:9][C:5]([C:6](Cl)=[O:7])=[CH:4][CH:3]=1.C(Cl)(=O)CCCCC(Cl)=[O:19].[OH-:23].[Na+].[OH:25]C1C=CC(C2(C3C=CC(O)=CC=3)C3C=CC=CC=3C3C2=CC=CC=3)=CC=1>ClCCCl.O.[Cl-].C([N+](CC)(CC)CC)C>[C:6]([OH:19])(=[O:7])[CH2:5][CH2:4][CH2:3][CH2:2][C:1]([OH:11])=[O:23].[C:1]([OH:11])(=[O:25])[C:2]1[CH:10]=[CH:9][C:5]([C:6]([OH:7])=[O:23])=[CH:4][CH:3]=1 |f:2.3,7.8,9.10|. Procedure details: A 4.04 g amount of terephthalic acid chloride and 14.6 g of adipic acid chloride were dissolved in 300 ml of 1,2-dichloroethane. Further, 8 to 15 g of sodium hydroxide was dissolved in 1000 ml of water, followed by dissolving 35 g of 9,9-bis(4-hydroxyphenyl)fluorene and 15 g of tetraethyl ammonium chloride therein. The resultant solution was added all at once to the above-prepared organic solvent solution of the acid component while vigorously stirring, and the resultant mixture was allowed to r...